From a dataset of the Open Reaction Database (ORD), a public repository of structured organic reaction records. describe an organic reaction: reactants, conditions, products, and yield Starting materials: CSC=1N(C(C2=C(N1)NC(CC2)=O)=O)C2=CC=C(C=C2)OCC(F)(F)F (2-(methylsulfanyl)-3-[4-(2,2,2-trifluoroethoxy)phenyl]-5,6-dihydropyrido[2,3-d]pyrimidine-4,7(3H,8H)-dione), OOS(=O)[O-].[K+] (oxone). Solvent: C(C)(=O)O (acetic acid), O (water), O (water). Reaction conditions: time 2 hour. Yields the product CS(=O)C=1N(C(C2=C(N1)NC(CC2)=O)=O)C2=CC=C(C=C2)OCC(F)(F)F (2-(methylsulfinyl)-3-[4-(2,2,2-trifluoroethoxy)phenyl]-5,6-dihydropyrido[2,3-d]pyrimidine-4,7(3H,8H)-dione). Isolated yield 76.8%. RXN SMILES: [CH3:1][S:2][C:3]1[N:4]([C:15]2[CH:20]=[CH:19][C:18]([O:21][CH2:22][C:23]([F:26])([F:25])[F:24])=[CH:17][CH:16]=2)[C:5](=[O:14])[C:6]2[CH2:12][CH2:11][C:10](=[O:13])[NH:9][C:7]=2[N:8]=1.[OH:27]OS([O-])=O.[K+]>C(O)(=O)C.O>[CH3:1][S:2]([C:3]1[N:4]([C:15]2[CH:16]=[CH:17][C:18]([O:21][CH2:22][C:23]([F:24])([F:26])[F:25])=[CH:19][CH:20]=2)[C:5](=[O:14])[C:6]2[CH2:12][CH2:11][C:10](=[O:13])[NH:9][C:7]=2[N:8]=1)=[O:27] |f:1.2|. Procedure: To a solution of 2-(methylsulfanyl)-3-[4-(2,2,2-trifluoroethoxy)phenyl]-5,6-dihydropyrido[2,3-d]pyrimidine-4,7(3H,8H)-dione (2.1 g) in acetic acid (40 mL) was added a solution of oxone (registered mark) (4.02 g) in water (8 mL). The reaction mixture was stirred at room temperature for 2 hr, water was added thereto, and the precipitate was collected by filtration to give the title compound (1.68 g). The reactants are CCCCO, CS(C)=O, CCN(C(C)C)C(C)C, CC(C)n1cnc2c(NCc3ccccn3)nc(F)nc21, CCC(N)C(O)C(C)C. Yields the product CCC(Nc1nc(NCc2ccccn2)c2ncn(C(C)C)c2n1)C(O)C(C)C. As a reaction SMILES: [CH2:40]([OH:41])[CH2:42][CH2:43][CH3:44].[CH3:45][S:46]([CH3:47])=[O:48].[CH:22]([N:23]([CH2:24][CH3:25])[CH:26]([CH3:27])[CH3:28])([CH3:29])[CH3:30].[F:1][c:2]1[n:3][c:4]([NH:14][CH2:15][c:16]2[n:17][cH:18][cH:19][cH:20][cH:21]2)[c:5]2[n:6][cH:7][n:8]([CH:11]([CH3:12])[CH3:13])[c:9]2[n:10]1.[NH2:31][CH:32]([CH:33]([CH:34]([CH3:35])[CH3:36])[OH:37])[CH2:38][CH3:39]>>[c:2]1([NH:31][CH:32]([CH:33]([CH:34]([CH3:35])[CH3:36])[OH:37])[CH2:38][CH3:39])[n:3][c:4]([NH:14][CH2:15][c:16]2[n:17][cH:18][cH:19][cH:20][cH:21]2)[c:5]2[n:6][cH:7][n:8]([CH:11]([CH3:12])[CH3:13])[c:9]2[n:10]1. Reactants: C(#N)N=C(NC1CCCC2=CC=CC=C12)SC (N'-cyano-N-(1,2,3,4-tetrahydro-1-naphthyl)-S-methylisothiourea), C(C=C)N (allylamine). Solvent: C(C)O (ethanol). The product is C(C=C)NC(=NC#N)NC1CCCC2=CC=CC=C12 (N-allyl-N"-cyano-N'-(1,2,3,4-tetrahydro-1-naphthyl)guanidine). RXN SMILES: [C:1]([N:3]=[C:4](SC)[NH:5][CH:6]1[C:15]2[C:10](=[CH:11][CH:12]=[CH:13][CH:14]=2)[CH2:9][CH2:8][CH2:7]1)#[N:2].[CH2:18]([NH2:21])[CH:19]=[CH2:20]>C(O)C>[CH2:18]([NH:21][C:4]([NH:5][CH:6]1[C:15]2[C:10](=[CH:11][CH:12]=[CH:13][CH:14]=2)[CH2:9][CH2:8][CH2:7]1)=[N:3][C:1]#[N:2])[CH:19]=[CH2:20]. Reported procedure: A solution of 24.5 g of N'-cyano-N-(1,2,3,4-tetrahydro-1-naphthyl)-S-methylisothiourea and 38 ml of allylamine in 400 ml of ethanol was heated at reflux for 87 hours. The solvent was removed from the reaction mixture by evaporation in vacuo, leaving a pale yellow semisolid which was crystallized from isopropyl acetate to give 11 g of N-allyl-N"-cyano-N'-(1,2,3,4-tetrahydro-1-naphthyl)guanidine as a white, crystalline solid, mp 130°-132° C. The reactants are CNC1C(O)CC2C3CCc4cc(O)ccc4C3CCC21C, CS(=O)(=O)O. Yields the product CNC1C(O)CC2C3CCc4cc(OS(C)(=O)=O)ccc4C3CCC21C. As a reaction SMILES: [CH3:1][NH:2][CH:3]1[C:4]2([CH3:5])[CH:6]([CH2:7][CH:8]1[OH:9])[CH:10]1[CH2:11][CH2:12][c:13]3[cH:14][c:15]([OH:22])[cH:16][cH:17][c:18]3[CH:19]1[CH2:20][CH2:21]2.[CH3:23][S:24]([OH:25])(=[O:26])=[O:27]>>[CH3:1][NH:2][CH:3]1[C:4]2([CH3:5])[CH:6]([CH2:7][CH:8]1[OH:9])[CH:10]1[CH2:11][CH2:12][c:13]3[cH:14][c:15]([O:22][S:24]([CH3:23])(=[O:25])=[O:26])[cH:16][cH:17][c:18]3[CH:19]1[CH2:20][CH2:21]2. Reactants: C(C)(C)(C)OC(N[C@@H](C)C1=NC2=C(N1C1=NC=CC=C1)C(=C(C=C2)F)C#N)=O ([(S)-1-(7-Cyano-6-fluoro-1-pyridin-2-yl-1H-benzoimidazol-2-yl)ethyl]carbamic acid tert-butyl ester), Cl (hydrochloric acid). Isolated yield 100.0%. The solvent is O1CCOCC1 (dioxane). Reaction conditions: time 1 hour. Yields the product Cl.Cl.N[C@@H](C)C=1N(C2=C(N1)C=CC(=C2C#N)F)C2=NC=CC=C2 (2-((S)-1-Aminoethyl)-5-fluoro-3-pyridin-2-yl-3H-benzoimidazole-4-carbonitrile dihydrochloride). Reaction SMILES: C(OC(=O)[NH:7][C@H:8]([C:10]1[N:14]([C:15]2[CH:20]=[CH:19][CH:18]=[CH:17][N:16]=2)[C:13]2[C:21]([C:26]#[N:27])=[C:22]([F:25])[CH:23]=[CH:24][C:12]=2[N:11]=1)[CH3:9])(C)(C)C.[ClH:29]>O1CCOCC1>[ClH:29].[ClH:29].[NH2:7][C@H:8]([C:10]1[N:14]([C:15]2[CH:20]=[CH:19][CH:18]=[CH:17][N:16]=2)[C:13]2[C:21]([C:26]#[N:27])=[C:22]([F:25])[CH:23]=[CH:24][C:12]=2[N:11]=1)[CH3:9] |f:3.4.5|. Procedure: [(S)-1-(7-Cyano-6-fluoro-1-pyridin-2-yl-1H-benzoimidazol-2-yl)ethyl]carbamic acid tert-butyl ester (563 mg, 1.47 mmol) was dissolved in hydrochloric acid in dioxane (10 mL, 4M) and the reaction stirred at RT for 1 h. The reaction mixture was concentrated in vacuo to yield the title compound as an off-white solid (523 mg, 100%). LCMS (Method C): RT=1.75 min, [M+H]+=282.